Dataset: the Open Reaction Database (ORD), a public repository of structured organic reaction records. Task: describe an organic reaction: reactants, conditions, products, and yield The reactants are N#Cc1cc(Br)c2cn[nH]c2c1, CC(=O)[O-], CC(=O)[O-], OB(O)c1ccc(OCc2ccccc2)c(F)c1, ClCCl, [Cu+2], c1ccncc1. Product: N#Cc1cc(Br)c2cnn(-c3ccc(OCc4ccccc4)c(F)c3)c2c1. Reaction SMILES: [Br:1][c:2]1[c:3]2[cH:4][n:5][nH:6][c:7]2[cH:8][c:9]([C:11]#[N:12])[cH:10]1.[C:40]([O-:41])(=[O:42])[CH3:43].[C:45]([O-:46])(=[O:47])[CH3:48].[CH2:13]([c:14]1[cH:15][cH:16][cH:17][cH:18][cH:19]1)[O:20][c:21]1[c:22]([F:30])[cH:23][c:24]([B:27]([OH:28])[OH:29])[cH:25][cH:26]1.[Cl:37][CH2:38][Cl:39].[Cu+2:44].[cH:31]1[cH:32][cH:33][n:34][cH:35][cH:36]1>>[Br:1][c:2]1[c:3]2[cH:4][n:5][n:6](-[c:24]3[cH:23][c:22]([F:30])[c:21]([O:20][CH2:13][c:14]4[cH:15][cH:16][cH:17][cH:18][cH:19]4)[cH:26][cH:25]3)[c:7]2[cH:8][c:9]([C:11]#[N:12])[cH:10]1. Starting materials: ClC(CO)=C (2-chloroallyl alcohol), CN(C1=CC=CC=C1)C (N,N-dimethylaniline), BrCC(=O)Br (bromoacetyl bromide). Run in ClCCl (dichloromethane). Reaction conditions: temperature 23 celsius, time 2 hour. Product: BrCC(=O)OCC(=C)Cl (2-chloroallyl bromoacetate). Reaction SMILES: [Br:1][CH2:2][C:3](Br)=[O:4].[Cl:6][C:7](=[CH2:10])[CH2:8][OH:9].CN(C)C1C=CC=CC=1>ClCCl>[Br:1][CH2:2][C:3]([O:9][CH2:8][C:7]([Cl:6])=[CH2:10])=[O:4]. Reported procedure: To a cold (0° C.) solution of bromoacetyl bromide (51.5 g, 25.5 mmol) in dichloromethane (80 mL) kept under nitrogen atmosphere was added 2-chloroallyl alcohol (26.0 g, 28.1 mmol) over 5 minutes period and N,N-dimethylaniline (30.9 g, 25.5 mmol) at such a rate that the temperature was kept below 5° C. (30 minutes). When the addition was completed, the cooling bath was removed and, the mixture was stirred for 2 hours at 23° C. and washed with water (25 mL), 0.1N HCl (2×25 mL) and water (25 mL). T... Reactants: CCOC=C(C(=O)OCC)C(=O)OCC (ethyl ethoxymethylene malonate), FC(C1=CC=C(N)C=C1)(F)F (4-trifluoromethyl-aniline), C1(=CC=CC=C1)OC1=CC=CC=C1 (phenyl oxide). The product is FC(C=1C=C2C(=C(C=NC2=CC1)C(=O)OCC)O)(F)F (ethyl 6-trifluoromethyl-4-hydroxy-3-quinoline-carboxylate). As a reaction SMILES: CCO[CH:4]=[C:5]([C:11]([O:13]CC)=O)[C:6]([O:8][CH2:9][CH3:10])=[O:7].[F:16][C:17]([F:26])([F:25])[C:18]1[CH:24]=[CH:23][C:21]([NH2:22])=[CH:20][CH:19]=1.C1(OC2C=CC=CC=2)C=CC=CC=1>>[F:16][C:17]([F:25])([F:26])[C:18]1[CH:24]=[C:23]2[C:21](=[CH:20][CH:19]=1)[N:22]=[CH:4][C:5]([C:6]([O:8][CH2:9][CH3:10])=[O:7])=[C:11]2[OH:13]. Procedure: Using the procedure of Example 2, ethyl ethoxymethylene malonate and 4-trifluoromethyl-aniline were reacted and treated with phenyl oxide to obtain ethyl 6-trifluoromethyl-4-hydroxy-3-quinoline-carboxylate melting at >260° C. Starting materials: solution, CC(C)([O-])C.[K+] (potassium tert. butoxide), CNC(CC(=O)C1=CC(=C(C(=C1)C(C)(C)C)O)C(C)(C)C)=O (3-(3,5-ditert-butyl-4-hydroxy-phenyl)-3-oxo-propanoic acid methyl amide), COC(N(C)C)OC (N,N-dimethylformamide dimethyl acetal), Cl.C(C)(=N)N (acetamidine hydrochloride), P(=O)(O)(O)[O-].[K+] (potassium dihydrogen phosphate). The solvent is C1(=CC=CC=C1)C (toluene), O (water), C(C)(=O)OCC (ethyl acetate), CC(C)O (2-propanol). Conditions: temperature 75 celsius, time 30 minute. Yields the product C(C)(C)(C)C=1C=C(C=C(C1O)C(C)(C)C)C1=NC(=NC=C1C(=O)NC)C (4-(3,5-ditert-butyl-4-hydroxy-phenyl)-N,2-dimethyl-pyrimidine-5-carboxamide). The yield is 70.3%. Reaction SMILES: [CH3:1][NH:2][C:3](=[O:22])[CH2:4][C:5]([C:7]1[CH:12]=[C:11]([C:13]([CH3:16])([CH3:15])[CH3:14])[C:10]([OH:17])=[C:9]([C:18]([CH3:21])([CH3:20])[CH3:19])[CH:8]=1)=O.[CH3:23]OC(OC)N(C)C.Cl.[C:32]([NH2:35])(=[NH:34])[CH3:33].CC(C)([O-])C.[K+].P([O-])(O)(O)=O.[K+]>C(OCC)(=O)C.O.CC(O)C.C1(C)C=CC=CC=1>[C:13]([C:11]1[CH:12]=[C:7]([C:5]2[C:4]([C:3]([NH:2][CH3:1])=[O:22])=[CH:23][N:35]=[C:32]([CH3:33])[N:34]=2)[CH:8]=[C:9]([C:18]([CH3:19])([CH3:21])[CH3:20])[C:10]=1[OH:17])([CH3:15])([CH3:14])[CH3:16] |f:2.3,4.5,6.7|. Procedure details: A 50-mL round bottom flask was charged with 3-(3,5-ditert-butyl-4-hydroxy-phenyl)-3-oxo-propanoic acid methyl amide (3.05 g, 10 mmol) and toluene (20 mL). The mixture was warmed to give a solution, then N,N-dimethylformamide dimethyl acetal (1.60 mL, 12 mmol) was added while the solution was still hot. The mixture was stirred for 2 h at room temperature and 30 min 75° C. To this solution was added acetamidine hydrochloride (1.8908 g, 20 mmol) and 2-propanol (50 mL), followed by potassium tert. b... Conditions: time 3 hour. Starting materials: N1C=NC=C1 (imidazole), C1(=CC=CC=C1)P(C1=CC=CC=C1)C1=CC=CC=C1 (triphenylphosphine), II (iodine), BrC1=CC=C(C=C1)C(=O)N1[C@@H](CCC1)CO ((S)-(4-bromophenyl)(2-(hydroxymethyl)pyrrolidin-1-yl)methanone). Product: BrC1=CC=C(C=C1)C(=O)N1[C@@H](CCC1)CI ((S)-(4-Bromophenyl)(2-(iodomethyl)pyrrolidin-1-yl)methanone). Reaction SMILES: N1C=CN=C1.C1(P(C2C=CC=CC=2)C2C=CC=CC=2)C=CC=CC=1.[I:25]I.[Br:27][C:28]1[CH:33]=[CH:32][C:31]([C:34]([N:36]2[CH2:40][CH2:39][CH2:38][C@H:37]2[CH2:41]O)=[O:35])=[CH:30][CH:29]=1>O1CCCC1.C(Cl)Cl.C(OCC)(=O)C>[Br:27][C:28]1[CH:33]=[CH:32][C:31]([C:34]([N:36]2[CH2:40][CH2:39][CH2:38][C@H:37]2[CH2:41][I:25])=[O:35])=[CH:30][CH:29]=1. The yield is 61.8%. The solvent is C(C)(=O)OCC (ethyl acetate), O1CCCC1 (tetrahydrofuran), C(Cl)Cl (methylene chloride). Procedure details: A solution of imidazole (310 mg, 4.5 mmol), 1.75 g (6.5 mmol) of triphenylphosphine, and 568 mg (2.2 mmol) of iodine in tetrahydrofuran (12 ml) was added under ice cooling to a solution of 504 mg (1.8 mmol) of (S)-(4-bromophenyl)(2-(hydroxymethyl)pyrrolidin-1-yl)methanone synthesized in step (i) of Reference Example 8 in methylene chloride (40 ml), and the mixture was stirred under ice cooling for 3 hr and then at room temperature for 4 hr. The reaction solution was diluted with 60 ml of ethyl a...